From a dataset of the Open Reaction Database (ORD), a public repository of structured organic reaction records. describe an organic reaction: reactants, conditions, products, and yield Starting materials: CO, Cl, [Na+], CCOC(=O)c1cc(Nc2ncnc3cc[nH]c23)ccc1Oc1ccccc1, [OH-]. Yields the product O=C(O)c1cc(Nc2ncnc3cc[nH]c23)ccc1Oc1ccccc1. Reaction SMILES: [CH3:32][OH:33].[ClH:31].[Na+:30].[O:1]([c:2]1[cH:3][cH:4][cH:5][cH:6][cH:7]1)[c:8]1[c:9]([C:10](=[O:11])[O:12][CH2:13][CH3:14])[cH:15][c:16]([NH:19][c:20]2[c:21]3[c:22]([n:23][cH:24][n:25]2)[cH:26][cH:27][nH:28]3)[cH:17][cH:18]1.[OH-:29]>>[O:1]([c:2]1[cH:3][cH:4][cH:5][cH:6][cH:7]1)[c:8]1[c:9]([C:10](=[O:11])[OH:12])[cH:15][c:16]([NH:19][c:20]2[c:21]3[c:22]([n:23][cH:24][n:25]2)[cH:26][cH:27][nH:28]3)[cH:17][cH:18]1. The reactants are C1COCCN1, CCN(C(C)C)C(C)C, Cc1onc(-c2ccc(F)cc2)c1COc1ccc(C(=O)O)cn1, F[B-](F)(F)F, CN(C)C=O, CN(C)C(On1nnc2ccccc21)=[N+](C)C. Product: Cc1onc(-c2ccc(F)cc2)c1COc1ccc(C(=O)N2CCOCC2)cn1. RXN SMILES: [CH2:56]1[CH2:57][O:58][CH2:59][CH2:60][NH:61]1.[CH:47]([N:48]([CH2:49][CH3:50])[CH:51]([CH3:52])[CH3:53])([CH3:54])[CH3:55].[F:1][c:2]1[cH:3][cH:4][c:5](-[c:8]2[n:9][o:10][c:11]([CH3:24])[c:12]2[CH2:13][O:14][c:15]2[n:16][cH:17][c:18]([C:19](=[O:20])[OH:21])[cH:22][cH:23]2)[cH:6][cH:7]1.[F:25][B-:26]([F:27])([F:28])[F:29].[O:62]=[CH:63][N:64]([CH3:65])[CH3:66].[n:30]1([O:31][C:32]([N:33]([CH3:34])[CH3:35])=[N+:36]([CH3:37])[CH3:38])[c:39]2[cH:40][cH:41][cH:42][cH:43][c:44]2[n:45][n:46]1>>[F:1][c:2]1[cH:3][cH:4][c:5](-[c:8]2[n:9][o:10][c:11]([CH3:24])[c:12]2[CH2:13][O:14][c:15]2[n:16][cH:17][c:18]([C:19](=[O:21])[N:61]3[CH2:56][CH2:57][O:58][CH2:59][CH2:60]3)[cH:22][cH:23]2)[cH:6][cH:7]1. Product: CC(C#N)c1ccc(C(=O)c2cccs2)cc1. Reactants: CS(C)=O, N#C[Na], CC(Br)c1ccc(C(=O)c2cccs2)cc1. RXN SMILES: [CH3:20][S:21](=[O:22])[CH3:23].[Na:1][C:2]#[N:3].[s:4]1[c:5]([C:9](=[O:10])[c:11]2[cH:12][cH:13][c:14]([CH:17]([CH3:18])[Br:19])[cH:15][cH:16]2)[cH:6][cH:7][cH:8]1>>[C:2](#[N:3])[CH:17]([c:14]1[cH:13][cH:12][c:11]([C:9]([c:5]2[s:4][cH:8][cH:7][cH:6]2)=[O:10])[cH:16][cH:15]1)[CH3:18].